describe an organic reaction: reactants, conditions, products, and yield From a dataset of the Open Reaction Database (ORD), a public repository of structured organic reaction records. The reactants are BrC=1C(=C2C(=NC1)NC(=N2)C2=CC=C(C=C2)N(C)C)N2CCN(CC2)C(=O)NC2=CC=CC=C2 (4-(6-bromo-2-(4-(dimethylamino)phenyl)-3H-imidazo[4,5-b]pyridin-7-yl)-N-phenylpiperazine-1-carboxamide), N1(CCOCC1)C1=CC=C(C=O)C=C1 (4-morpholin-4-yl-benzaldehyde), BrC=1C(=C(C(=NC1)N)[N+](=O)[O-])N1CCN(CC1)C(C)C1=CC=NC=C1 (5-bromo-3-nitro-4-(4-(1-(pyridin-4-yl)ethyl)piperazin-1-yl)pyridin-2-amine), [O-]S(=O)S(=O)[O-].[Na+].[Na+] (Na2S2O4). Reported procedure: This was prepared using the same procedure as for 4-(6-bromo-2-(4-(dimethylamino)phenyl)-3H-imidazo[4,5-b]pyridin-7-yl)-N-phenylpiperazine-1-carboxamide, but here using 5-bromo-3-nitro-4-(4-(1-(pyridin-4-yl)ethyl)piperazin-1-yl)pyridin-2-amine (20 mg, 0.049 mmol), DMF (0.15 mL), ethanol (0.85 mL), 1M Na2S2O4 (3 eq, 0.15 mmol, 0.15 mL) and 4-morpholin-4-yl-benzaldehyde (1.1 eq, 0.054 mmol, 10 mg). After 6 h, concentration in vacuo and purification by preparative tlc (CH2Cl2-MeOH, 95:5) gave the p... The yield is 26.0%. Conditions: time 6 hour. Yields the product BrC=1C(=C2C(=NC1)NC(=N2)C2=CC=C(C=C2)N2CCOCC2)N2CCN(CC2)C(C)C2=CC=NC=C2 (4-(4-(6-Bromo-7-(4-(1-(pyridin-4-yl)ethyl)piperazin-1-yl)-3H-imidazo[4,5-b]pyridin-2-yl)phenyl)morpholine). RXN SMILES: BrC1C(N2CCN(C(NC3C=CC=CC=3)=O)CC2)=C2N=C(C3C=CC(N(C)C)=CC=3)NC2=NC=1.[Br:35][C:36]1[C:37]([N:46]2[CH2:51][CH2:50][N:49]([CH:52]([C:54]3[CH:59]=[CH:58][N:57]=[CH:56][CH:55]=3)[CH3:53])[CH2:48][CH2:47]2)=[C:38]([N+:43]([O-])=O)[C:39]([NH2:42])=[N:40][CH:41]=1.[O-]S(S([O-])=O)=O.[Na+].[Na+].[N:68]1([C:74]2[CH:81]=[CH:80][C:77]([CH:78]=O)=[CH:76][CH:75]=2)[CH2:73][CH2:72][O:71][CH2:70][CH2:69]1>C(O)C.CN(C=O)C>[Br:35][C:36]1[C:37]([N:46]2[CH2:51][CH2:50][N:49]([CH:52]([C:54]3[CH:59]=[CH:58][N:57]=[CH:56][CH:55]=3)[CH3:53])[CH2:48][CH2:47]2)=[C:38]2[N:43]=[C:78]([C:77]3[CH:76]=[CH:75][C:74]([N:68]4[CH2:73][CH2:72][O:71][CH2:70][CH2:69]4)=[CH:81][CH:80]=3)[NH:42][C:39]2=[N:40][CH:41]=1 |f:2.3.4|. The solvent is C(C)O (ethanol), CN(C)C=O (DMF).